This data is from the Open Reaction Database (ORD), a public repository of structured organic reaction records. The task is: describe an organic reaction: reactants, conditions, products, and yield Reactants: CC(=O)O[BH-](OC(C)=O)OC(C)=O, O=Cc1ccc(Cl)c(C(=O)NCC23CC4CC(CC(C4)C2)C3)c1, ClCCCl, Cl, Cl, NC1CN2CCC1CC2, [Na+]. Product: O=C(NCC12CC3CC(CC(C3)C1)C2)c1cc(CNC2CN3CCC2CC3)ccc1Cl. RXN SMILES: [C:35]([O:36][BH-:37]([O:38][C:39](=[O:40])[CH3:41])[O:42][C:43](=[O:44])[CH3:45])(=[O:46])[CH3:47].[Cl:1][c:2]1[c:3]([C:4](=[O:5])[NH:6][CH2:7][C:8]23[CH2:9][CH:10]4[CH2:11][CH:12]([CH2:13][CH:14]([CH2:15]2)[CH2:16]4)[CH2:17]3)[cH:18][c:19]([CH:22]=[O:23])[cH:20][cH:21]1.[Cl:49][CH2:50][CH2:51][Cl:52].[ClH:24].[ClH:25].[N:26]12[CH2:27][CH:28]([NH2:34])[CH:29]([CH2:30][CH2:31]1)[CH2:32][CH2:33]2.[Na+:48]>>[Cl:1][c:2]1[c:3]([C:4](=[O:5])[NH:6][CH2:7][C:8]23[CH2:9][CH:10]4[CH2:11][CH:12]([CH2:13][CH:14]([CH2:15]2)[CH2:16]4)[CH2:17]3)[cH:18][c:19]([CH2:22][NH:34][CH:28]2[CH2:27][N:26]3[CH2:31][CH2:30][CH:29]2[CH2:32][CH2:33]3)[cH:20][cH:21]1. Reactants: NCCCCN1C(=NC=2C(=NC=3C=CC=CC3C21)N)CCCC (1-(4-Aminobutyl)-2-butyl-1H-imidazo[4,5-c]quinolin-4-amine), C(C1=CC=CC=C1)(=O)Cl (Benzoyl chloride). Run in N1=CC=CC=C1 (pyridine). Conditions: temperature 50 celsius, time 1 hour. The product is NC1=NC=2C=CC=CC2C2=C1N=C(N2CCCCNC(C2=CC=CC=C2)=O)CCCC (N1-[4-(4-amino-2-butyl-1H-imidazo[4,5-c]quinolin-1-yl)butyl]benzamide). Reaction SMILES: [NH2:1][CH2:2][CH2:3][CH2:4][CH2:5][N:6]1[C:18]2[C:17]3[CH:16]=[CH:15][CH:14]=[CH:13][C:12]=3[N:11]=[C:10]([NH2:19])[C:9]=2[N:8]=[C:7]1[CH2:20][CH2:21][CH2:22][CH3:23].[C:24](Cl)(=[O:31])[C:25]1[CH:30]=[CH:29][CH:28]=[CH:27][CH:26]=1>N1C=CC=CC=1>[NH2:19][C:10]1[C:9]2[N:8]=[C:7]([CH2:20][CH2:21][CH2:22][CH3:23])[N:6]([CH2:5][CH2:4][CH2:3][CH2:2][NH:1][C:24](=[O:31])[C:25]3[CH:30]=[CH:29][CH:28]=[CH:27][CH:26]=3)[C:18]=2[C:17]2[CH:16]=[CH:15][CH:14]=[CH:13][C:12]=2[N:11]=1. Procedure: 1-(4-Aminobutyl)-2-butyl-1H-imidazo[4,5-c]quinolin-4-amine (0.5 g, 1.6 mmol) was combined with pyridine (50 mL) and heated to 50° C. Benzoyl chloride (0.22 g, 1.6 mmol) was added via a pipette. After 1 hour analysis by HPLC indicated that all of the starting material was gone and that several products had formed. The reaction mixture was concentrated under vacuum. The residue was combined with dichloromethane and aqueous sodium bicarbonate. The organic layer was separated and then concentrated u... The reactants are CCOC(=O)C1(NC(=O)c2cccc(C)c2C=CCOC)Cc2ccccc2C1, CCO, [K+], [OH-], O. Product: COCC=Cc1c(C)cccc1C(=O)NC1(C(=O)O)Cc2ccccc2C1. Reaction SMILES: [CH2:1]([CH3:2])[O:3][C:4](=[O:5])[C:6]1([NH:15][C:16]([c:17]2[c:18]([CH:24]=[CH:25][CH2:26][O:27][CH3:28])[c:19]([CH3:23])[cH:20][cH:21][cH:22]2)=[O:29])[CH2:7][c:8]2[cH:9][cH:10][cH:11][cH:12][c:13]2[CH2:14]1.[CH3:33][CH2:34][OH:35].[K+:31].[OH-:30].[OH2:32]>>[O:3]=[C:4]([OH:5])[C:6]1([NH:15][C:16]([c:17]2[c:18]([CH:24]=[CH:25][CH2:26][O:27][CH3:28])[c:19]([CH3:23])[cH:20][cH:21][cH:22]2)=[O:29])[CH2:7][c:8]2[cH:9][cH:10][cH:11][cH:12][c:13]2[CH2:14]1. RXN SMILES: [C:30]([O:31][BH-:32]([O:33][C:34](=[O:35])[CH3:36])[O:37][C:38](=[O:39])[CH3:40])(=[O:41])[CH3:42].[CH2:46]1[O:47][CH2:48][CH2:49][CH2:50]1.[CH3:25][C:26]([CH2:27][CH3:28])=[O:29].[CH3:51][CH:52]([CH3:53])[O-:54].[CH3:55][CH:56]([CH3:57])[O-:58].[CH3:59][CH:60]([CH3:61])[O-:62].[CH3:63][CH:64]([CH3:65])[O-:66].[Cl:1][c:2]1[cH:3][c:4]([NH:9][C:10](=[O:11])[N:12]2[CH2:13][CH2:14][N:15]([CH2:18][CH:19]3[O:20][CH2:21][CH2:22][NH:23][CH2:24]3)[CH2:16][CH2:17]2)[cH:5][cH:6][c:7]1[F:8].[Cl:68][CH2:69][Cl:70].[Na+:43].[Na+:45].[OH-:44].[Ti+4:67]>>[Cl:1][c:2]1[cH:3][c:4]([NH:9][C:10](=[O:11])[N:12]2[CH2:13][CH2:14][N:15]([CH2:18][CH:19]3[O:20][CH2:21][CH2:22][N:23]([CH:26]([CH3:25])[CH2:27][CH3:28])[CH2:24]3)[CH2:16][CH2:17]2)[cH:5][cH:6][c:7]1[F:8]. Product: CCC(C)N1CCOC(CN2CCN(C(=O)Nc3ccc(F)c(Cl)c3)CC2)C1. Reactants: CC(=O)O[BH-](OC(C)=O)OC(C)=O, C1CCOC1, CCC(C)=O, CC(C)[O-], CC(C)[O-], CC(C)[O-], CC(C)[O-], O=C(Nc1ccc(F)c(Cl)c1)N1CCN(CC2CNCCO2)CC1, ClCCl, [Na+], [Na+], [OH-], [Ti+4]. Starting materials: N1C=C(C2=CC=CC=C12)CC(=O)OCC (Ethyl indole-3-acetate), C(#N)[BH3-].[Na+] (sodium cyanoborohydride). Solvent: [OH-].[Na+] (sodium hydroxide), ClCCl (dichloromethane), C(C)(=O)O (acetic acid). Run at time 2 hour. The product is C(C)OC(CC1CNC2=CC=CC=C12)=O (ethyl-2,3-dihydro-indole-3-acetate). Yield: 78.9%. RXN SMILES: [NH:1]1[C:9]2[C:4](=[CH:5][CH:6]=[CH:7][CH:8]=2)[C:3]([CH2:10][C:11]([O:13][CH2:14][CH3:15])=[O:12])=[CH:2]1.C([BH3-])#N.[Na+]>C(O)(=O)C.[OH-].[Na+].ClCCl>[CH2:14]([O:13][C:11](=[O:12])[CH2:10][CH:3]1[C:4]2[C:9](=[CH:8][CH:7]=[CH:6][CH:5]=2)[NH:1][CH2:2]1)[CH3:15] |f:1.2,4.5|. Procedure details: Ethyl indole-3-acetate (4 g, 19 mmol, 98%) was taken up in acetic acid (40 cm3) and sodium cyanoborohydride (4 g, 63 mmol) was added. The reaction was stirred at room temperature for 2 h, then diluted with aqueous sodium hydroxide until basic. The aqueous mixture was extracted with ethyl acetate and the organic layer was separated, dried and concentrated to dryness under reduced pressure. The solid obtained was taken up in dichloromethane and chromatographed on silica eluting with dichloro-metha... Reactants: ClC(Cl)(OC(OC(Cl)(Cl)Cl)=O)Cl (triphosgene), Intermediate 15, CCN(C(C)C)C(C)C (DIPEA), Cl.C1(=CC=CC=C1)C=1C=NNC1 (4-phenyl-1H-pyrazole hydrochloride), CCN(C(C)C)C(C)C (DIPEA), Cl.NCC(=O)N1CCC(CC1)OC1=C(C=CC=C1)Cl (2-amino-1-[4-(2-chloro-phenoxy)-piperidin-1-yl]-ethanone hydrochloride). Solvent: C(Cl)Cl (DCM), C(Cl)Cl (DCM), O (water), C(Cl)Cl (DCM). Run at time 30 minute. Product: ClC1=C(OC2CCN(CC2)C(CNC(=O)N2N=CC(=C2)C2=CC=CC=C2)=O)C=CC=C1 (4-phenyl-pyrazole-1-carboxylic acid {2-[4-(2-chloro-phenoxy)-piperidin-1-yl]-2-oxo-ethyl}-amide). Isolated yield 17.6%. Reaction SMILES: Cl.[C:2]1([C:8]2[CH:9]=[N:10][NH:11][CH:12]=2)[CH:7]=[CH:6][CH:5]=[CH:4][CH:3]=1.CCN(C(C)C)C(C)C.Cl[C:23](Cl)([O:25]C(=O)OC(Cl)(Cl)Cl)Cl.Cl.[NH2:35][CH2:36][C:37]([N:39]1[CH2:44][CH2:43][CH:42]([O:45][C:46]2[CH:51]=[CH:50][CH:49]=[CH:48][C:47]=2[Cl:52])[CH2:41][CH2:40]1)=[O:38]>C(Cl)Cl.O>[Cl:52][C:47]1[CH:48]=[CH:49][CH:50]=[CH:51][C:46]=1[O:45][CH:42]1[CH2:43][CH2:44][N:39]([C:37](=[O:38])[CH2:36][NH:35][C:23]([N:10]2[CH:9]=[C:8]([C:2]3[CH:3]=[CH:4][CH:5]=[CH:6][CH:7]=3)[CH:12]=[N:11]2)=[O:25])[CH2:40][CH2:41]1 |f:0.1,4.5|. Reported procedure: A mixture of 4-phenyl-1H-pyrazole hydrochloride (70 mg, 0.387 mmol), DIPEA (100 mg, 0.81 mmol) and DCM (5 mL) was added to a stirred solution of triphosgene (36 mg, 0.12 mmol) in DCM (2 mL) at room temperature. After 30 minutes, to the above solution, a mixture of 2-amino-1-[4-(2-chloro-phenoxy)-piperidin-1-yl]-ethanone hydrochloride (prepared by method used for the synthesis of Intermediate 15) 118 mg, 0.3875 mmol), DIPEA (100 mg, 0.81 mmol) and DCM (5 mL) was added and the resulting mixture wa... Starting materials: C1OC=2C=C(CCN)C=CC2O1 (3,4-methylenedioxyphenethylamine), ClC=1C2=C(N=C(N1)C1=NC=CN=C1)SC(=C2)C (4-chloro-2-(pyrazin-2-yl)-6-methyl-thieno-[2,3-d]-pyrimidine). Product: N1=C(C=NC=C1)C=1N=C(C2=C(N1)SC(=C2)C)NCCC2=CC1=C(C=C2)OCO1 (2-(pyrazin-2-yl)-4-(3,4-methylenedioxyphenethylamino)-6-methyl-thieno-[2,3-d]-pyrimidine). Reaction SMILES: [CH2:1]1[O:12][C:11]2[CH:10]=[CH:9][C:5]([CH2:6][CH2:7][NH2:8])=[CH:4][C:3]=2[O:2]1.Cl[C:14]1[C:15]2[CH:28]=[C:27]([CH3:29])[S:26][C:16]=2[N:17]=[C:18]([C:20]2[CH:25]=[N:24][CH:23]=[CH:22][N:21]=2)[N:19]=1>>[N:21]1[CH:22]=[CH:23][N:24]=[CH:25][C:20]=1[C:18]1[N:19]=[C:14]([NH:8][CH2:7][CH2:6][C:5]2[CH:9]=[CH:10][C:11]3[O:12][CH2:1][O:2][C:3]=3[CH:4]=2)[C:15]2[CH:28]=[C:27]([CH3:29])[S:26][C:16]=2[N:17]=1. Procedure details: With the procedure of Example 1, the reaction of 3,4-methylenedioxyphenethylamine with 4-chloro-2-(pyrazin-2-yl)-6-methyl-thieno-[2,3-d]-pyrimidine yields 2-(pyrazin-2-yl)-4-(3,4-methylenedioxyphenethylamino)-6-methyl-thieno-[2,3-d]-pyrimidine. The reactants are ClC1=CC2=C(C3=C(O2)C=C(C=C3)O)C=C1 (7-chlorodibenzofuran-3-ol), C([O-])([O-])=O.[K+].[K+] (potassium carbonate), BrC(C)(C)Br (dibromopropane). The solvent is C(C)C(=O)C (methyl ethyl ketone). Reaction conditions: time 30 minute. Product: BrCCCOC=1C=CC2=C(OC3=C2C=CC(=C3)Cl)C1 (1-bromo-3-(7-chlorodibenzofuran-3-oxy)-propane). Isolated yield 50.4%. As a reaction SMILES: [Cl:1][C:2]1[CH:15]=[CH:14][C:5]2[C:6]3[CH:12]=[CH:11][C:10]([OH:13])=[CH:9][C:7]=3[O:8][C:4]=2[CH:3]=1.[C:16](=O)([O-])[O-].[K+].[K+].Br[C:23]([Br:26])([CH3:25])C>C(C(C)=O)C>[Br:26][CH2:23][CH2:25][CH2:16][O:13][C:10]1[CH:11]=[CH:12][C:6]2[C:5]3[CH:14]=[CH:15][C:2]([Cl:1])=[CH:3][C:4]=3[O:8][C:7]=2[CH:9]=1 |f:1.2.3|. Procedure details: A mixture of 98.4 g (0.45 mole) of 7-chlorodibenzofuran-3-ol, 200 ml of methyl ethyl ketone, 93 g (0.67 mole) of potassium carbonate and 283 g (1.4 moles) of dibromopropane was refluxed for 24 hours. The inorganic precipitate was filtered off with suction and the filtrate was concentrated under reduced pressure. The residue was dissolved in 500 ml of methylene chloride and the solution was washed with 100 ml of water, 100 ml of 2 N sodium hydroxide solution and 100 ml of water in succession, dri... Reactants: [N+](=O)([O-])C1=CC=C(COC(=O)[C@H]2C(=CS[C@H]3N2C([C@H]3NC(COC3=CC=CC=C3)=O)=O)OCC3=CC=CC=C3)C=C1 (7β-phenoxyacetamido-3-benzoxy-ceph-2-em-4α-carboxylic acid p-nitrobenzyl ester), [N+](=O)([O-])C1=CC=C(COC(=O)C2=C(CS[C@H]3N2C([C@H]3NC(COC3=CC=CC=C3)=O)=O)OCC3=CC=CC=C3)C=C1 (7β-phenoxyacetamido-3-benzoxy-ceph-3-em-4-carboxylic acid p-nitrobenzyl ester). Solvent: FC(C(=O)O)(F)F (trifluoroacetic acid). Run at time 90 minute. Yields the product [N+](=O)([O-])C1=CC=C(COC(=O)C2=C(CS[C@H]3N2C([C@H]3NC(COC3=CC=CC=C3)=O)=O)O)C=C1 (7β-phenoxyacetamido-3-hydroxy-ceph-3-em-4-carboxylic acid p-nitrobenzyl ester). RXN SMILES: [N+:1]([C:4]1[CH:41]=[CH:40][C:7]([CH2:8][O:9][C:10]([C@@H:12]2[N:17]3[C:18](=[O:31])[C@@H:19]([NH:20][C:21](=[O:30])[CH2:22][O:23][C:24]4[CH:29]=[CH:28][CH:27]=[CH:26][CH:25]=4)[C@H:16]3[S:15][CH:14]=[C:13]2[O:32]CC2C=CC=CC=2)=[O:11])=[CH:6][CH:5]=1)([O-:3])=[O:2].[N+](C1C=CC(COC(C2N3C(=O)[C@@H](NC(=O)COC4C=CC=CC=4)[C@H]3SCC=2OCC2C=CC=CC=2)=O)=CC=1)([O-])=O>FC(F)(F)C(O)=O>[N+:1]([C:4]1[CH:5]=[CH:6][C:7]([CH2:8][O:9][C:10]([C:12]2[N:17]3[C:18](=[O:31])[C@@H:19]([NH:20][C:21](=[O:30])[CH2:22][O:23][C:24]4[CH:29]=[CH:28][CH:27]=[CH:26][CH:25]=4)[C@H:16]3[S:15][CH2:14][C:13]=2[OH:32])=[O:11])=[CH:40][CH:41]=1)([O-:3])=[O:2]. Reported procedure: The isomer mixture obtained, consisting of 7β-phenoxyacetamido-3-benzoxy-ceph-2-em-4α-carboxylic acid p-nitrobenzyl ester and 7β-phenoxyacetamido-3-benzoxy-ceph-3-em-4-carboxylic acid p-nitrobenzyl ester in the ratio of about 3:1, is dissolved in 8 ml of trifluoroacetic acid and the solution is stirred for 90 minutes at room temperature. The reaction mixture is then concentrated by evaporation in vacuo and residual trifluoroacetic acid is repeatedly driven off with toluene. The residue is chroma...